This data is from the Open Reaction Database (ORD), a public repository of structured organic reaction records. The task is: describe an organic reaction: reactants, conditions, products, and yield The reactants are C1CCOC1, CCCN=C=O, O, O=C1N(c2ccc(OC(F)(F)F)cc2)CC2CC(O)CN12, c1ccncc1. Yields the product CCCNC(=O)OC1CC2CN(c3ccc(OC(F)(F)F)cc3)C(=O)N2C1. As a reaction SMILES: [CH2:29]1[O:30][CH2:31][CH2:32][CH2:33]1.[N:1](=[C:2]=[O:3])[CH2:4][CH2:5][CH3:6].[OH2:28].[OH:7][CH:8]1[CH2:9][CH:10]2[N:11]([C:12](=[O:26])[N:13]([c:15]3[cH:16][cH:17][c:18]([O:21][C:22]([F:23])([F:24])[F:25])[cH:19][cH:20]3)[CH2:14]2)[CH2:27]1.[cH:34]1[cH:35][cH:36][n:37][cH:38][cH:39]1>>[NH:1]([C:2](=[O:3])[O:7][CH:8]1[CH2:9][CH:10]2[N:11]([C:12](=[O:26])[N:13]([c:15]3[cH:16][cH:17][c:18]([O:21][C:22]([F:23])([F:24])[F:25])[cH:19][cH:20]3)[CH2:14]2)[CH2:27]1)[CH2:4][CH2:5][CH3:6]. Yields the product ClCCNC(=O)N(C1[C@H](O)[C@@H](O)[C@@H](O)CO1)CC(C)C (1-(2-chloroethyl)-3-isobutyl-3-L-arabinopyranosylurea). RXN SMILES: O=[CH:2][C@@H:3]([C@H:5]([C@H:7]([CH2:9][OH:10])[OH:8])[OH:6])[OH:4].[CH2:11]([NH2:15])[CH:12]([CH3:14])[CH3:13].[Cl:16][CH2:17][CH2:18][N:19]=[C:20]=[O:21]>>[Cl:16][CH2:17][CH2:18][NH:19][C:20]([N:15]([CH2:11][CH:12]([CH3:14])[CH3:13])[CH:9]1[O:10][CH2:2][C@H:3]([OH:4])[C@H:5]([OH:6])[C@H:7]1[OH:8])=[O:21]. Yield: 69.2%. Reactants: O=C[C@H](O)[C@@H](O)[C@@H](O)CO (L-arabinose), C(C(C)C)N (isobutylamine), ClCCN=C=O (2-chloroethyl isocyanate). Procedure: 3.0 g of L-arabinose, 1.8 g of isobutylamine and 2.5 g of 2-chloroethyl isocyanate are treated in the same manner as described in Example 5-(1). 4.3 g of 1-(2-chloroethyl)-3-isobutyl-3-L-arabinopyranosylurea are thereby obtained as colorless caramel. The reactants are C1CCOC1, COc1cccc(CCN)c1, O=C(O)c1ccc2c(c1)nc(COc1ccccc1)n2Cc1ccc(OC(F)(F)F)cc1. The product is COc1cccc(CCNC(=O)c2ccc3c(c2)nc(COc2ccccc2)n3Cc2ccc(OC(F)(F)F)cc2)c1. RXN SMILES: [CH2:44]1[O:45][CH2:46][CH2:47][CH2:48]1.[CH3:33][O:34][c:35]1[cH:36][c:37]([CH2:38][CH2:39][NH2:40])[cH:41][cH:42][cH:43]1.[O:1]([c:2]1[cH:3][cH:4][cH:5][cH:6][cH:7]1)[CH2:8][c:9]1[n:10][c:11]2[c:12]([n:13]1[CH2:14][c:15]1[cH:16][cH:17][c:18]([O:21][C:22]([F:23])([F:24])[F:25])[cH:19][cH:20]1)[cH:26][cH:27][c:28]([C:30](=[O:31])[OH:32])[cH:29]2>>[O:1]([c:2]1[cH:3][cH:4][cH:5][cH:6][cH:7]1)[CH2:8][c:9]1[n:10][c:11]2[c:12]([n:13]1[CH2:14][c:15]1[cH:16][cH:17][c:18]([O:21][C:22]([F:23])([F:24])[F:25])[cH:19][cH:20]1)[cH:26][cH:27][c:28]([C:30](=[O:31])[NH:40][CH2:39][CH2:38][c:37]1[cH:36][c:35]([O:34][CH3:33])[cH:43][cH:42][cH:41]1)[cH:29]2. Reactants: C(C)C(COC=1C=C(C=C(C(=O)OC)C1)C(=O)OC)CC (dimethyl 5-(2-ethylbutoxyl)isophthalate), [H-].[H-].[H-].[H-].[Li+].[Al+3] (LiAlH4). Solvent: C1CCOC1 (THF). Run at time 8 hour. Yields the product C(C)C(COC=1C=C(C=C(C1)CO)CO)CC ((5-(2-Ethylbutoxy)-1,3-phenylene)dimethanol). RXN SMILES: [CH2:1]([CH:3]([CH2:20][CH3:21])[CH2:4][O:5][C:6]1[CH:7]=[C:8]([C:16](OC)=[O:17])[CH:9]=[C:10]([CH:15]=1)[C:11](OC)=[O:12])[CH3:2].[H-].[H-].[H-].[H-].[Li+].[Al+3]>C1COCC1>[CH2:20]([CH:3]([CH2:1][CH3:2])[CH2:4][O:5][C:6]1[CH:15]=[C:10]([CH2:11][OH:12])[CH:9]=[C:8]([CH2:16][OH:17])[CH:7]=1)[CH3:21] |f:1.2.3.4.5.6|. Reported procedure: To a solution of dimethyl 5-(2-ethylbutoxyl)isophthalate (0.62 g, 2.10 mmol) in THF (20 mL) was added LiAlH4 (0.24 g, 6.32 mmol). The reaction mixture was stirred for 8 h and subsequently quenched with 2N HCl (10 mL) and extracted with Et2O (2×25 mL) and EtOAc (2×25 mL). The combined organics were dried over Na2SO4, filtered, and concentrated under reduced pressure to afford the desired product which was used without further purification. Starting materials: [Si](C)(C)(C(C)(C)C)OC[C@H]([C@@H](C(=O)NC=1SC(=NN1)C=1C=C2C=CN=CC2=CC1)NC(OC(C)(C)C)=O)C1=CC=C(C=C1)C(F)(F)F (tert-Butyl (2S,3S)-4-(tert-butyldimethylsilyloxy)-1-(5-(isoquinolin-6-yl)-1,3,4-thiadiazol-2-ylamino)-1-oxo-3-(4-trifluoromethylphenyl)butan-2-ylcarbamate), Cl (HCl). Solvent: O1CCOCC1 (dioxane). Run at time 1.5 hour. Product: Cl.N[C@H](C(=O)NC=1SC(=NN1)C=1C=C2C=CN=CC2=CC1)[C@@H](CO)C1=CC=C(C=C1)C(F)(F)F ((2S,3S)-2-amino-4-hydroxy-N-(5-(isoquinolin-6-yl)-1,3,4-thiadiazol-2-yl)-3-(4-(trifluoromethyl)phenyl)butanamide hydrochloride). The yield is 12.0%. Reaction SMILES: [Si]([O:8][CH2:9][C@@H:10]([C:38]1[CH:43]=[CH:42][C:41]([C:44]([F:47])([F:46])[F:45])=[CH:40][CH:39]=1)[C@H:11]([NH:30]C(=O)OC(C)(C)C)[C:12]([NH:14][C:15]1[S:16][C:17]([C:20]2[CH:21]=[C:22]3[C:27](=[CH:28][CH:29]=2)[CH:26]=[N:25][CH:24]=[CH:23]3)=[N:18][N:19]=1)=[O:13])(C(C)(C)C)(C)C.[ClH:48]>O1CCOCC1>[ClH:48].[NH2:30][C@@H:11]([C@H:10]([C:38]1[CH:43]=[CH:42][C:41]([C:44]([F:45])([F:46])[F:47])=[CH:40][CH:39]=1)[CH2:9][OH:8])[C:12]([NH:14][C:15]1[S:16][C:17]([C:20]2[CH:21]=[C:22]3[C:27](=[CH:28][CH:29]=2)[CH:26]=[N:25][CH:24]=[CH:23]3)=[N:18][N:19]=1)=[O:13] |f:3.4|. Procedure: tert-Butyl (2S,3S)-4-(tert-butyldimethylsilyloxy)-1-(5-(isoquinolin-6-yl)-1,3,4-thiadiazol-2-ylamino)-1-oxo-3-(4-trifluoromethylphenyl)butan-2-ylcarbamate (0.014 g, 0.020 mmol) was taken up in 2 mL of 4 N HCl in dioxane. After 1.5 hours, a white precipitate formed. The precipitate was collected by filtration to provide (2S,3S)-2-amino-4-hydroxy-N-(5-(isoquinolin-6-yl)-1,3,4-thiadiazol-2-yl)-3-(4-(trifluoromethyl)phenyl)butanamide hydrochloride (1.2 mg, 12%). LCMS (M+H) 474 calc. for C22H19F3N5O2... Reactants: O1CCOC2=C1C=CC(=C2)C(=O)C2=CNC1=CC=CC=C1C2=O (3-(2,3-Dihydro-benzo[1,4]dioxine-6-carbonyl)-1H-quinolin-4-one), ClC1=CC(=CC=C1)CCl (1-Chloro-3-chloromethyl-benzene). The product is ClC=1C=C(CN2C=C(C(C3=CC=CC=C23)=O)C(=O)C2=CC3=C(OCCO3)C=C2)C=CC1 (1-(3-Chloro-benzyl)-3-(2,3-dihydro-benzo[1,4]dioxine-6-carbonyl)-1H-quinolin-4-one). Isolated yield 24.4%. Reaction SMILES: [O:1]1[C:6]2[CH:7]=[CH:8][C:9]([C:11]([C:13]3[C:22](=[O:23])[C:21]4[C:16](=[CH:17][CH:18]=[CH:19][CH:20]=4)[NH:15][CH:14]=3)=[O:12])=[CH:10][C:5]=2[O:4][CH2:3][CH2:2]1.[Cl:24][C:25]1[CH:30]=[CH:29][CH:28]=[C:27]([CH2:31]Cl)[CH:26]=1>>[Cl:24][C:25]1[CH:26]=[C:27]([CH:28]=[CH:29][CH:30]=1)[CH2:31][N:15]1[C:16]2[C:21](=[CH:20][CH:19]=[CH:18][CH:17]=2)[C:22](=[O:23])[C:13]([C:11]([C:9]2[CH:8]=[CH:7][C:6]3[O:1][CH2:2][CH2:3][O:4][C:5]=3[CH:10]=2)=[O:12])=[CH:14]1. Procedure details: Experimental conditions analogous to those described for Step 3 of Example 1, from 3-(2,3-Dihydro-benzo[1,4]dioxine-6-carbonyl)-1H-quinolin-4-one 70 mg (0.228 mmol) and 71.1 mg (0.296 mmol) 1-Chloro-3-chloromethyl-benzene, to give 24 mg of desired compound. LCMS (M+H)+: 432.